Dataset: the Open Reaction Database (ORD), a public repository of structured organic reaction records. Task: describe an organic reaction: reactants, conditions, products, and yield The reactants are COC(=O)C12CC3CC(C1)C(N)C(C3)C2, COC(=O)C1CCC(NS(=O)(=O)c2ccc(Cl)c([N+](=O)[O-])c2)CC1, NS(=O)(=O)c1ccc(C(F)(F)F)cc1. The product is COC(=O)C12CC3CC(C1)C(NS(=O)(=O)c1ccc(C(F)(F)F)cc1)C(C3)C2. Reaction SMILES: [CH3:1][O:2][C:3](=[O:4])[C:5]12[CH2:6][CH:7]3[CH:8]([NH2:15])[CH:9]([CH2:10][CH:11]([CH2:12]1)[CH2:13]3)[CH2:14]2.[Cl:30][c:31]1[cH:32][cH:33][c:34]([S:35]([NH:36][CH:37]2[CH2:38][CH2:39][CH:40]([C:41]([O:42][CH3:43])=[O:44])[CH2:45][CH2:46]2)(=[O:47])=[O:48])[cH:49][c:50]1[N+:51]([O-:52])=[O:53].[F:16][C:17]([c:18]1[cH:19][cH:20][c:21]([S:24](=[O:25])(=[O:26])[NH2:27])[cH:22][cH:23]1)([F:28])[F:29]>>[CH3:1][O:2][C:3](=[O:4])[C:5]12[CH2:6][CH:7]3[CH:8]([NH:15][S:24]([c:21]4[cH:20][cH:19][c:18]([C:17]([F:16])([F:28])[F:29])[cH:23][cH:22]4)(=[O:25])=[O:26])[CH:9]([CH2:10][CH:11]([CH2:12]1)[CH2:13]3)[CH2:14]2. Starting materials: O=C(C)C1=C(C=CC=C1)NC(C)=O (N-[2-(1-oxo-1-ethanyl)phenyl]acetamide), COC(N(C)C)OC (N,N-dimethylformamide dimethyl acetal). Solvent: C1(=CC=CC=C1)C (toluene). Product: CN(C=CC(=O)C1=C(C=CC=C1)NC(C)=O)C (N-[2-[3-(Dimethylamino)-1-oxo-2-propenyl]phenyl]acetamide). Isolated yield 63.6%. As a reaction SMILES: [O:1]=[C:2]([C:4]1[CH:9]=[CH:8][CH:7]=[CH:6][C:5]=1[NH:10][C:11](=[O:13])[CH3:12])[CH3:3].CO[CH:16](OC)[N:17]([CH3:19])[CH3:18]>C1(C)C=CC=CC=1>[CH3:16][N:17]([CH3:19])[CH:18]=[CH:3][C:2]([C:4]1[CH:9]=[CH:8][CH:7]=[CH:6][C:5]=1[NH:10][C:11](=[O:13])[CH3:12])=[O:1]. Reported procedure: A suspension of 48 g of N-[2-(1-oxo-1-ethanyl)phenyl]acetamide and 38 g of N,N-dimethylformamide dimethyl acetal in 150 ml of toluene was heated at reflux for about 16 hours, then concentrated in vacuo to a solid. The solid was recrystallized from 1-chlorobutane to yield 40 g of the title compound; m.p. 90°-95° C.